describe an organic reaction: reactants, conditions, products, and yield From a dataset of the Open Reaction Database (ORD), a public repository of structured organic reaction records. Reactants: NC1=NC=C(C=C1)Br (2-amino-5-bromopyridine), C([O-])([O-])=O.[Cs+].[Cs+] (cesium carbonate), ClC1=CC=C(C=C1)N1C(=NC2=C(C1=O)C=NN2C=2C=C(C#N)C=CC2)C2=CC=C(C=C2)B2OC(C(O2)(C)C)(C)C (3-{5-(4-chloro-phenyl)-4-oxo-6-[4-(4,4,5,5-tetramethyl-[1,3,2]dioxaborolan-2-yl)-phenyl]-4,5-dihydro-pyrazolo[3,4-d]pyrimidin-1-yl}-benzonitrile). The reagents and catalysts are C1=CC=C(C=C1)P([C-]2C=CC=C2)C3=CC=CC=C3.C1=CC=C(C=C1)P([C-]2C=CC=C2)C3=CC=CC=C3.Cl[Pd]Cl.[Fe+2] (Pd(dppf)2Cl2). Solvent: CN(C=O)C (N,N-dimethylformamide). Reaction conditions: temperature 100 celsius. The product is NC1=CC=C(C=N1)C1=CC=C(C=C1)C=1N(C(C2=C(N1)N(N=C2)C=2C=C(C#N)C=CC2)=O)C2=CC=C(C=C2)Cl (3-[6-[4-(6-amino-pyridin-3-yl)-phenyl]-5-(4-chloro-phenyl)-4-oxo-4,5-dihydro-pyrazolo[3,4-d]pyrimidin-1-yl]-benzonitrile). RXN SMILES: [Cl:1][C:2]1[CH:7]=[CH:6][C:5]([N:8]2[C:13](=[O:14])[C:12]3[CH:15]=[N:16][N:17]([C:18]4[CH:19]=[C:20]([CH:23]=[CH:24][CH:25]=4)[C:21]#[N:22])[C:11]=3[N:10]=[C:9]2[C:26]2[CH:31]=[CH:30][C:29](B3OC(C)(C)C(C)(C)O3)=[CH:28][CH:27]=2)=[CH:4][CH:3]=1.[NH2:41][C:42]1[CH:47]=[CH:46][C:45](Br)=[CH:44][N:43]=1.C(=O)([O-])[O-].[Cs+].[Cs+]>CN(C)C=O.C1C=CC(P(C2C=CC=CC=2)[C-]2C=CC=C2)=CC=1.C1C=CC(P(C2C=CC=CC=2)[C-]2C=CC=C2)=CC=1.Cl[Pd]Cl.[Fe+2]>[NH2:41][C:42]1[N:43]=[CH:44][C:45]([C:29]2[CH:30]=[CH:31][C:26]([C:9]3[N:8]([C:5]4[CH:4]=[CH:3][C:2]([Cl:1])=[CH:7][CH:6]=4)[C:13](=[O:14])[C:12]4[CH:15]=[N:16][N:17]([C:18]5[CH:19]=[C:20]([CH:23]=[CH:24][CH:25]=5)[C:21]#[N:22])[C:11]=4[N:10]=3)=[CH:27][CH:28]=2)=[CH:46][CH:47]=1 |f:2.3.4,6.7.8.9|. Procedure: A solution of 3-{5-(4-chloro-phenyl)-4-oxo-6-[4-(4,4,5,5-tetramethyl-[1,3,2]-dioxaborolan-2-yl)-phenyl]-4,5-dihydro-pyrazolo[3,4-d]pyrimidin-1-yl}-benzonitrile (2, 1.00 g, 1.81 mmol) in N,N-dimethylformamide (25 mL) is degassed with argon for 0.5 h. Then 2-amino-5-bromopyridine (0.47 g, 2.72 mmol), cesium carbonate (1.18 g, 3.62 mmol), Pd(dppf)2Cl2 (0.147 g, 0.181 mmol) is added and the resulted mixture is degassed with argon for 0.5 h. The reaction mixture is then heated at 100° C. for 2 h. The... Reactants: ClCCl, CC(=NCc1ccccc1)c1ccccc1. Yields the product CC(NCc1ccccc1)c1ccccc1. RXN SMILES: [Cl:17][CH2:18][Cl:19].[c:1]1([CH2:7][N:8]=[C:9]([CH3:10])[c:11]2[cH:12][cH:13][cH:14][cH:15][cH:16]2)[cH:2][cH:3][cH:4][cH:5][cH:6]1>>[c:1]1([CH2:7][NH:8][CH:9]([CH3:10])[c:11]2[cH:12][cH:13][cH:14][cH:15][cH:16]2)[cH:2][cH:3][cH:4][cH:5][cH:6]1. Reactants: O=C(n1ccnc1)n1ccnc1, Nc1cc(OCc2cccc(Cl)c2)c(C(=O)O)cc1Cl, NC1CN2CCC1CC2, C1CCOC1. Product: Nc1cc(OCc2cccc(Cl)c2)c(C(=O)NC2CN3CCC2CC3)cc1Cl. RXN SMILES: [C:21]([n:22]1[cH:23][cH:24][n:25][cH:26]1)([n:27]1[cH:28][cH:29][n:30][cH:31]1)=[O:32].[NH2:1][c:2]1[cH:3][c:4]([O:12][CH2:13][c:14]2[cH:15][c:16]([Cl:20])[cH:17][cH:18][cH:19]2)[c:5]([C:6](=[O:7])[OH:8])[cH:9][c:10]1[Cl:11].[NH2:33][CH:34]1[CH2:35][N:36]2[CH2:37][CH2:38][CH:39]1[CH2:40][CH2:41]2.[O:42]1[CH2:43][CH2:44][CH2:45][CH2:46]1>>[NH2:1][c:2]1[cH:3][c:4]([O:12][CH2:13][c:14]2[cH:15][c:16]([Cl:20])[cH:17][cH:18][cH:19]2)[c:5]([C:6](=[O:8])[NH:33][CH:34]2[CH2:35][N:36]3[CH2:37][CH2:38][CH:39]2[CH2:40][CH2:41]3)[cH:9][c:10]1[Cl:11]. The reactants are O1COC2=C1C=CC(=C2)C2(CC2)C(=O)NC=2C=C1C=C(NC1=CC2)C(C)(C)C (1-(benzo[d][1,3]dioxol-5-yl)-N-(2-tert-butyl-1H-indol-5-yl)cyclopropanecarboxamide), [H-].[Na+] (NaH), CS(=O)(=O)Cl (methanesulfonyl chloride), O (Water). The solvent is CN(C)C=O.C1CCOC1 (DMF THF), CN(C)C=O (DMF). Reaction conditions: temperature -15 celsius, time 30 minute. The product is O1COC2=C1C=CC(=C2)C2(CC2)C(=O)NC=2C=C1C(=C(NC1=CC2)C(C)(C)C)S(=O)(=O)C (1-(Benzo[d][1,3]dioxol-5-yl)-N-(2-tert-butyl-3-(methyl sulfonyl)-1H-indol-5-yl)cyclopropanecarboxamide). As a reaction SMILES: [O:1]1[C:5]2[CH:6]=[CH:7][C:8]([C:10]3([C:13]([NH:15][C:16]4[CH:17]=[C:18]5[C:22](=[CH:23][CH:24]=4)[NH:21][C:20]([C:25]([CH3:28])([CH3:27])[CH3:26])=[CH:19]5)=[O:14])[CH2:12][CH2:11]3)=[CH:9][C:4]=2[O:3][CH2:2]1.[H-].[Na+].[CH3:31][S:32](Cl)(=[O:34])=[O:33].O>CN(C=O)C.C1COCC1.CN(C=O)C>[O:1]1[C:5]2[CH:6]=[CH:7][C:8]([C:10]3([C:13]([NH:15][C:16]4[CH:17]=[C:18]5[C:22](=[CH:23][CH:24]=4)[NH:21][C:20]([C:25]([CH3:28])([CH3:27])[CH3:26])=[C:19]5[S:32]([CH3:31])(=[O:34])=[O:33])=[O:14])[CH2:12][CH2:11]3)=[CH:9][C:4]=2[O:3][CH2:2]1 |f:1.2,5.6|. Procedure: To a solution of 1-(benzo[d][1,3]dioxol-5-yl)-N-(2-tert-butyl-1H-indol-5-yl)cyclopropanecarboxamide (120 mg, 0.31 mmol) in anhydrous DMF-THF (3.3 mL, 1:9) was added NaH (60% in mineral oil, 49 mg, 1.2 mmol) at room temperature. After 30 min under N2, the suspension was cooled down to −15° C. and a solution of methanesulfonyl chloride (1.1 eq.) in DMF (0.5 mL) was added dropwise. The reaction mixture was stirred for 30 min at −15° C. then for 6 h at room temperature. Water (0.5 mL) was added at 0... Reactants: Cl (HCl), NCCCCN1CCC(CC1)C1=NOC2=C1C=CC(=C2)F (1-(4-aminobutyl)-4-(6-fluoro-1,2-benzisoxazol-3-yl)piperidine), [C@@H]12[C@@H](CCCC1)C(=O)OC2=O (cis-1,2-cyclohexanedicarboxylic anhydride). Product: Cl.FC1=CC2=C(C(=NO2)C2CCN(CC2)CCCCN2C([C@H]3CCCC[C@H]3C2=O)=O)C=C1 (cis-2-[4-[4-(6-Fluoro-1,2-benzisoxazol-3-yl)-1-piperidinyl]butyl]hexahydro-1H-isoindole-1,3-dione hydrochloride). Reaction SMILES: [NH2:1][CH2:2][CH2:3][CH2:4][CH2:5][N:6]1[CH2:11][CH2:10][CH:9]([C:12]2[C:16]3[CH:17]=[CH:18][C:19]([F:21])=[CH:20][C:15]=3[O:14][N:13]=2)[CH2:8][CH2:7]1.[C@@H:22]12[C:31](=O)[O:30][C:28](=[O:29])[C@@H:23]1[CH2:24][CH2:25][CH2:26][CH2:27]2.[ClH:33]>N1C=CC=CC=1.C(O)C>[ClH:33].[F:21][C:19]1[CH:18]=[CH:17][C:16]2[C:12]([CH:9]3[CH2:10][CH2:11][N:6]([CH2:5][CH2:4][CH2:3][CH2:2][N:1]4[C:28](=[O:29])[C@H:23]5[C@H:22]([CH2:27][CH2:26][CH2:25][CH2:24]5)[C:31]4=[O:30])[CH2:7][CH2:8]3)=[N:13][O:14][C:15]=2[CH:20]=1 |f:5.6|. Procedure details: A mixture of 1-(4-aminobutyl)-4-(6-fluoro-1,2-benzisoxazol-3-yl)piperidine (4.7 g, 16.1 mmol) and cis-1,2-cyclohexanedicarboxylic anhydride (3.23 g, 21 mmol) in pyridine (45 ml) was heated at reflux for 8 hours. At the end of the reaction, pyridine was removed to dryness. The crude product was purified on a silica gel column. The material thus obtained weighed 3.18 g (45%) as a clear oil. This oil was dissolved in ethanol (15 ml), then was treated with HCl in ethanol (45 ml). Crystallization too... Run in C(C)O (ethanol), N1=CC=CC=C1 (pyridine), N1=CC=CC=C1 (pyridine), C(C)O (ethanol). Starting materials: COC1(c2ccc(Cl)c(Cc3ccc(OC(F)(F)F)cc3)c2)OC(CO)(CO)C(OCc2ccccc2)C(OCc2ccccc2)C1OCc1ccccc1, ClCCl, O=C(O)C(F)(F)F. The product is OCC12COC(c3ccc(Cl)c(Cc4ccc(OC(F)(F)F)cc4)c3)(O1)C(OCc1ccccc1)C(OCc1ccccc1)C2OCc1ccccc1. Reaction SMILES: [CH2:1]([c:2]1[cH:3][cH:4][cH:5][cH:6][cH:7]1)[O:8][CH:9]1[C:10]([CH2:52][OH:53])([CH2:54][OH:55])[O:11][C:12]([O:31][CH3:32])([c:33]2[cH:34][c:35]([CH2:40][c:41]3[cH:42][cH:43][c:44]([O:47][C:48]([F:49])([F:50])[F:51])[cH:45][cH:46]3)[c:36]([Cl:39])[cH:37][cH:38]2)[CH:13]([O:23][CH2:24][c:25]2[cH:26][cH:27][cH:28][cH:29][cH:30]2)[CH:14]1[O:15][CH2:16][c:17]1[cH:18][cH:19][cH:20][cH:21][cH:22]1.[Cl:63][CH2:64][Cl:65].[OH:56][C:57]([C:58]([F:59])([F:60])[F:61])=[O:62]>>[CH2:1]([c:2]1[cH:3][cH:4][cH:5][cH:6][cH:7]1)[O:8][CH:9]1[C:10]2([CH2:52][OH:53])[O:11][C:12]([c:33]3[cH:34][c:35]([CH2:40][c:41]4[cH:42][cH:43][c:44]([O:47][C:48]([F:49])([F:50])[F:51])[cH:45][cH:46]4)[c:36]([Cl:39])[cH:37][cH:38]3)([CH:13]([O:23][CH2:24][c:25]3[cH:26][cH:27][cH:28][cH:29][cH:30]3)[CH:14]1[O:15][CH2:16][c:17]1[cH:18][cH:19][cH:20][cH:21][cH:22]1)[O:31][CH2:54]2.